Dataset: the Open Reaction Database (ORD), a public repository of structured organic reaction records. Task: describe an organic reaction: reactants, conditions, products, and yield The product is [Br-], COc1ccc(CC[N+]23CCC(CC2)C(OC(=O)C2(c4ccccc4)CCCCCC2)C3)cc1Cl. The reactants are COc1ccc(CCBr)cc1Cl, O=C(OC1CN2CCC1CC2)C1(c2ccccc2)CCCCCC1. RXN SMILES: [Br:25][CH2:26][CH2:27][c:28]1[cH:29][c:30]([Cl:36])[c:31]([O:34][CH3:35])[cH:32][cH:33]1.[c:1]1([C:7]2([C:14](=[O:15])[O:16][CH:17]3[CH2:18][N:19]4[CH2:20][CH2:21][CH:22]3[CH2:23][CH2:24]4)[CH2:8][CH2:9][CH2:10][CH2:11][CH2:12][CH2:13]2)[cH:2][cH:3][cH:4][cH:5][cH:6]1>>[Br-:25].[c:1]1([C:7]2([C:14](=[O:15])[O:16][CH:17]3[CH2:18][N+:19]4([CH2:26][CH2:27][c:28]5[cH:29][c:30]([Cl:36])[c:31]([O:34][CH3:35])[cH:32][cH:33]5)[CH2:20][CH2:21][CH:22]3[CH2:23][CH2:24]4)[CH2:8][CH2:9][CH2:10][CH2:11][CH2:12][CH2:13]2)[cH:2][cH:3][cH:4][cH:5][cH:6]1. Product: CCS(=O)(=O)c1cccc(-c2cc(NC(=O)CCN(C)C)c(OC)c3[nH]c4ncc(C)cc4c23)c1. Reaction SMILES: [CH2:1]([CH3:2])[S:3](=[O:4])(=[O:5])[c:6]1[cH:7][c:8](-[c:12]2[c:13]3[c:14]4[c:15]([nH:16][c:17]3[c:18]([O:22][CH3:23])[c:19]([NH2:21])[cH:20]2)[n:24][cH:25][c:26]([CH3:28])[cH:27]4)[cH:9][cH:10][cH:11]1.[CH3:29][N:30]([CH2:31][CH2:32][C:33](=[O:34])[Cl:35])[CH3:36].[cH:37]1[cH:38][cH:39][n:40][cH:41][cH:42]1>>[CH2:1]([CH3:2])[S:3](=[O:4])(=[O:5])[c:6]1[cH:7][c:8](-[c:12]2[c:13]3[c:14]4[c:15]([nH:16][c:17]3[c:18]([O:22][CH3:23])[c:19]([NH:21][C:33]([CH2:32][CH2:31][N:30]([CH3:29])[CH3:36])=[O:34])[cH:20]2)[n:24][cH:25][c:26]([CH3:28])[cH:27]4)[cH:9][cH:10][cH:11]1. The reactants are CCS(=O)(=O)c1cccc(-c2cc(N)c(OC)c3[nH]c4ncc(C)cc4c23)c1, CN(C)CCC(=O)Cl, c1ccncc1. Product: C(C)OC(C1=CC(=CC(=C1)O)O)=O (ethyl-3,5-dihydroxybenzoate). Run in C(C)O (ethanol), S(O)(O)(=O)=O (sulfuric acid). RXN SMILES: [OH:1][C:2]1[CH:3]=[C:4]([CH:8]=[C:9]([OH:11])[CH:10]=1)[C:5]([OH:7])=[O:6].O[C:13]1C=C(C=C(O)[CH:20]=1)CO>C(O)C.S(=O)(=O)(O)O>[CH2:13]([O:6][C:5](=[O:7])[C:4]1[CH:3]=[C:2]([OH:1])[CH:10]=[C:9]([OH:11])[CH:8]=1)[CH3:20]. Reactants: OC=1C=C(C(=O)O)C=C(C1)O (3,5-dihydroxybenzoic acid), OC=1C=C(CO)C=C(C1)O (3,5-dihydroxybenzyl alcohol), OC=1C=C(C(=O)O)C=C(C1)O (3,5-dihydroxybenzoic acid). Procedure details: Synthesis of monomers was achieved from 3,5-dihydroxybenzoic acid or 3,5-dihydroxybenzyl alcohol as shown in above scheme. Commercially available 3,5-dihydroxybenzoic acid 1 was dissolved in ethanol along with catalytic amount of concentrated sulfuric acid and refluxed for 12 h to obtain ethyl-3,5-dihydroxybenzoate 1a. The ester 1a was then treated with one equivalent of alkyl halide to afford the mono alkylated ester 3 and 4. The yield of this reaction was rather low, because of the disubstitut... The reactants are CN(CCNC[C@]12[C@@H]([C@H]3CC[C@@H]4[C@]5(CC=C(C([C@@H]5CC[C@]4([C@@]3(CC1)C)C)(C)C)C1=CC=C(C(=O)OC(C)(C)C)C=C1)C)[C@@H](CC2)C(=C)C)C (tert-butyl 4-((1R,3aS,5aR,5bR,7aR,11aS,11bR,13aR,13bR)-3a-((2-(dimethylamino)ethylamino)methyl)-5a,5b,8,8,11a-pentamethyl-1-(prop-1-en-2-yl)-2,3,3a,4,5,5a,5b,6,7,7a,8,11,11a,11b,12,13,13a,13b-octadecahydro-1H-cyclopenta[a]chrysen-9-yl)benzoate), CCN(C(C)C)C(C)C (Hunig's base), C(=O)(OCC)CCC(=O)Cl (3-carboethoxypropionyl chloride). Reagents/catalysts: CN(C)C=1C=CN=CC1 (DMAP). Run in ClCCCl (DCE). Run at time 5 hour. Product: CN(CCN(C(CCC(=O)OC)=O)C[C@]12[C@@H]([C@H]3CC[C@@H]4[C@]5(CC=C(C([C@@H]5CC[C@]4([C@@]3(CC1)C)C)(C)C)C1=CC=C(C(=O)OC(C)(C)C)C=C1)C)[C@@H](CC2)C(=C)C)C (tert-butyl 4-((1R,3aS,5aR,5bR,7aR,11aS,11bR,13aR,13bR)-3a-((N-(2-(dimethylamino)ethyl)-4-methoxy-4-oxobutanamido)methyl)-5a,5b,8,8,11a-pentamethyl-1-(prop-1-en-2-yl)-2,3,3a,4,5,5a,5b,6,7,7a,8,11,11a,11b,12,13,13a,13b-octadecahydro-1H-cyclopenta[a]chrysen-9-yl)benzoate). Yield: 70.8%. As a reaction SMILES: [CH3:1][N:2]([CH3:49])[CH2:3][CH2:4][NH:5][CH2:6][C@:7]12[CH2:45][CH2:44][C@@H:43]([C:46]([CH3:48])=[CH2:47])[C@@H:8]1[C@@H:9]1[C@@:22]([CH3:25])([CH2:23][CH2:24]2)[C@@:21]2([CH3:26])[C@@H:12]([C@:13]3([CH3:42])[C@@H:18]([CH2:19][CH2:20]2)[C:17]([CH3:28])([CH3:27])[C:16]([C:29]2[CH:41]=[CH:40][C:32]([C:33]([O:35][C:36]([CH3:39])([CH3:38])[CH3:37])=[O:34])=[CH:31][CH:30]=2)=[CH:15][CH2:14]3)[CH2:11][CH2:10]1.CCN(C(C)C)C(C)C.[C:59]([CH2:64][CH2:65][C:66](Cl)=[O:67])([O:61][CH2:62]C)=[O:60]>ClCCCl.CN(C1C=CN=CC=1)C>[CH3:49][N:2]([CH3:1])[CH2:3][CH2:4][N:5]([CH2:6][C@:7]12[CH2:45][CH2:44][C@@H:43]([C:46]([CH3:48])=[CH2:47])[C@@H:8]1[C@@H:9]1[C@@:22]([CH3:25])([CH2:23][CH2:24]2)[C@@:21]2([CH3:26])[C@@H:12]([C@:13]3([CH3:42])[C@@H:18]([CH2:19][CH2:20]2)[C:17]([CH3:28])([CH3:27])[C:16]([C:29]2[CH:41]=[CH:40][C:32]([C:33]([O:35][C:36]([CH3:37])([CH3:38])[CH3:39])=[O:34])=[CH:31][CH:30]=2)=[CH:15][CH2:14]3)[CH2:11][CH2:10]1)[C:66](=[O:67])[CH2:65][CH2:64][C:59]([O:61][CH3:62])=[O:60]. Procedure details: To a solution of tert-butyl 4-((1R,3aS,5aR,5bR,7aR,11aS,11bR,13aR,13bR)-3a-((2-(dimethylamino)ethylamino)methyl)-5a,5b,8,8,11a-pentamethyl-1-(prop-1-en-2-yl)-2,3,3a,4,5,5a,5b,6,7,7a,8,11,11a,11b,12,13,13a,13b-octadecahydro-1H-cyclopenta[a]chrysen-9-yl)benzoate (48 mg, 0.072 mmol) in DCE (2 ml) was added Hunig's base (0.037 ml, 0.215 mmol), 3-carboethoxypropionyl chloride (21.54 mg, 0.143 mmol), and DMAP (1 mg, 8.19 mmol). The mixture was stirred at rt for 5 h then was loaded directly onto a sili... Reactants: C=CCOCC1CCC(COCC(=O)N(CCC)CCC)O1, ClCCl, O=C(O)c1cccc(Cl)c1. The product is CCCN(CCC)C(=O)COCC1CCC(COCC2CO2)O1. Reaction SMILES: [CH2:1]([CH2:2][CH3:3])[N:4]([C:5]([CH2:6][O:7][CH2:8][CH:9]1[O:10][CH:11]([CH2:14][O:15][CH2:16][CH:17]=[CH2:18])[CH2:12][CH2:13]1)=[O:19])[CH2:20][CH2:21][CH3:22].[CH2:33]([Cl:34])[Cl:35].[Cl:23][c:24]1[cH:25][c:26]([C:31](=[O:28])[OH:32])[cH:27][cH:29][cH:30]1>>[CH2:1]([CH2:2][CH3:3])[N:4]([C:5]([CH2:6][O:7][CH2:8][CH:9]1[O:10][CH:11]([CH2:14][O:15][CH2:16][CH:17]2[CH2:18][O:28]2)[CH2:12][CH2:13]1)=[O:19])[CH2:20][CH2:21][CH3:22]. Reactants: O (water), ClCCCCSC1=CC=CC=2N1C=CN2 (5-(4-chlorobutylthio)imidazo[1,2-a]pyridine), N1(CCCCC1)C=C1C(NC(S1)=O)=O (5-(piperidin-1-yl)methylene-thiazolidine-2,4-dione), C1CCC2=NCCCN2CC1 (1,8-diazabicyclo[5.4.0]-7-undecene). Run in CN(C=O)C (N,N-dimethylformamide). Reaction conditions: temperature 80 celsius, time 3 hour. Product: N1(CCCCC1)C=C1C(N(C(S1)=O)CCCCSC1=CC=CC=2N1C=CN2)=O (5-(piperidin-1-yl)methylene-3-[4-(imidazo[1,2-a]pyridin-5-ylthio)butyl]thiazolidine-2,4-dione). RXN SMILES: Cl[CH2:2][CH2:3][CH2:4][CH2:5][S:6][C:7]1[N:12]2[CH:13]=[CH:14][N:15]=[C:11]2[CH:10]=[CH:9][CH:8]=1.[N:16]1([CH:22]=[C:23]2[S:27][C:26](=[O:28])[NH:25][C:24]2=[O:29])[CH2:21][CH2:20][CH2:19][CH2:18][CH2:17]1.C1CCN2C(=NCCC2)CC1.O>CN(C)C=O>[N:16]1([CH:22]=[C:23]2[S:27][C:26](=[O:28])[N:25]([CH2:2][CH2:3][CH2:4][CH2:5][S:6][C:7]3[N:12]4[CH:13]=[CH:14][N:15]=[C:11]4[CH:10]=[CH:9][CH:8]=3)[C:24]2=[O:29])[CH2:21][CH2:20][CH2:19][CH2:18][CH2:17]1. Procedure details: To a solution of 241 mg (1.0 mmol) of 5-(4-chlorobutylthio)imidazo[1,2-a]pyridine and 212 mg (1.0 mmol) of 5-(piperidin-1-yl)methylene-thiazolidine-2,4-dione in 10 ml of N,N-dimethylformamide, 0.15 ml (1.0 mmol) of 1,8-diazabicyclo[5.4.0]-7-undecene was added, followed by stirring at 80° C. for 3 hours. After the reaction mixture was cooled, water was added; the mixture was extracted with ethyl acetate and dried, after which the solvent was distilled off. The residue was purified by column chrom...